Dataset: the Open Reaction Database (ORD), a public repository of structured organic reaction records. Task: describe an organic reaction: reactants, conditions, products, and yield Reactants: CC(C)(C)OC(=O)N1CCC(=O)CC1, CC(=O)O[BH-](OC(C)=O)OC(C)=O, O=C([O-])O, Cc1ccc(C)c(N)c1, CC(=O)O, ClCCCl, [Na+], [Na+]. Product: Cc1ccc(C)c(NC2CCN(C(=O)OC(C)(C)C)CC2)c1. As a reaction SMILES: [C:1]([CH3:2])([CH3:3])([CH3:4])[O:5][C:6](=[O:7])[N:8]1[CH2:9][CH2:10][C:11](=[O:14])[CH2:12][CH2:13]1.[C:28]([O:29][BH-:30]([O:31][C:32](=[O:33])[CH3:34])[O:35][C:36](=[O:37])[CH3:38])(=[O:39])[CH3:40].[C:42](=[O:43])([OH:44])[O-:45].[CH3:15][c:16]1[cH:17][cH:18][c:19]([CH3:20])[c:21]([NH2:22])[cH:23]1.[CH3:24][C:25](=[O:26])[OH:27].[Cl:47][CH2:48][CH2:49][Cl:50].[Na+:41].[Na+:46]>>[C:1]([CH3:2])([CH3:3])([CH3:4])[O:5][C:6](=[O:7])[N:8]1[CH2:9][CH2:10][CH:11]([NH:22][c:21]2[c:19]([CH3:20])[cH:18][cH:17][c:16]([CH3:15])[cH:23]2)[CH2:12][CH2:13]1. The reactants are COS(=O)(=O)OC, O=CO, O=[N+]([O-])c1cnc[nH]1. The product is Cn1cncc1[N+](=O)[O-]. As a reaction SMILES: [CH3:12][O:13][S:14]([O:15][CH3:16])(=[O:17])=[O:18].[CH:9]([OH:10])=[O:11].[N+:1](=[O:2])([O-:3])[c:4]1[cH:5][n:6][cH:7][nH:8]1>>[N+:1](=[O:2])([O-:3])[c:4]1[cH:5][n:6][cH:7][n:8]1[CH3:9]. Starting materials: C(C)(=O)O (acetic acid), CC(C(=O)[O-])(C(=O)[O-])C (dimethylmalonate), OC1=C(C=O)C=CC(=C1)OCCCCCCCC (2-hydroxy-4-octyloxybenzaldehyde), N1CCCCC1 (piperidine). Run in CO (methanol). Conditions: temperature 70 celsius, time 3 hour. Yields the product C(CCCCCCC)OC1=CC=C2C=C(C(OC2=C1)=O)C(=O)OC (Methyl 7-octyloxycoumarin-3-carboxylate). RXN SMILES: C[C:2]([CH3:9])([C:6]([O-:8])=[O:7])[C:3]([O-:5])=[O:4].O[C:11]1[CH:18]=[C:17]([O:19][CH2:20][CH2:21][CH2:22][CH2:23][CH2:24][CH2:25][CH2:26][CH3:27])[CH:16]=[CH:15][C:12]=1C=O.N1CCCC[CH2:29]1.C(O)(=O)C>CO>[CH2:20]([O:19][C:17]1[CH:16]=[C:15]2[C:12]([CH:9]=[C:2]([C:3]([O:5][CH3:29])=[O:4])[C:6](=[O:7])[O:8]2)=[CH:11][CH:18]=1)[CH2:21][CH2:22][CH2:23][CH2:24][CH2:25][CH2:26][CH3:27]. Procedure: To a mixture of dimethylmalonate (4ml), 2-hydroxy-4-octyloxybenzaldehyde (2.50 g) and piperidine (0.1 ml) in methanol (10 ml) was added acetic acid (0.01 ml), and the mixture was stirred for 3 hours at 70° C. The solvents were removed under reduced pressure, and the residue was dissolved in ethyl acetate, and washed with 0.5N hydrochloric acid, water and brine, and dried over magnesium sulfate. The magnesium sulfate was filtered off, and filtrate was evaporated under reduced pressure, and the pr... The reactants are CCN(CC)CCCOc1ccc(C(C)NCCN(C)C)cc1, CS(=O)(=O)Cl, ClCCl, O=S(=O)(Cl)Cc1ccccc1. Product: CCN(CC)CCCOc1ccc(C(C)N(CCN(C)C)S(=O)(=O)Cc2ccccc2)cc1. RXN SMILES: [CH2:1]([CH3:2])[N:3]([CH2:4][CH2:5][CH2:6][O:7][c:8]1[cH:9][cH:10][c:11]([CH:14]([CH3:15])[NH:16][CH2:17][CH2:18][N:19]([CH3:20])[CH3:21])[cH:12][cH:13]1)[CH2:22][CH3:23].[CH3:35][S:36]([Cl:37])(=[O:38])=[O:39].[Cl:40][CH2:41][Cl:42].[c:24]1([CH2:30][S:31](=[O:32])(=[O:33])[Cl:34])[cH:25][cH:26][cH:27][cH:28][cH:29]1>>[CH2:1]([CH3:2])[N:3]([CH2:4][CH2:5][CH2:6][O:7][c:8]1[cH:9][cH:10][c:11]([CH:14]([CH3:15])[N:16]([CH2:17][CH2:18][N:19]([CH3:20])[CH3:21])[S:31]([CH2:30][c:24]2[cH:25][cH:26][cH:27][cH:28][cH:29]2)(=[O:32])=[O:33])[cH:12][cH:13]1)[CH2:22][CH3:23]. The reactants are ClC1=CC=C(C=C1)C1(N=C(N(C1(C)C1=CC=C(C=C1)Cl)C(=O)Cl)C1=C(C=CC(=C1)C1CC1)OCC)C (rac-(4S*,5R*)-4,5-bis-(4-chloro-phenyl)-2-(5-cyclopropyl-2-ethoxy-phenyl)-4,5-dimethyl-4,5-dihydro-imidazole1-carbonyl chloride), Cl.Cl.CS(=O)(=O)CCCN1CCNCC1 (1-(3-methanesulfonyl-propyl)-piperazine dihydrochloride). Yields the product ClC1=CC=C(C=C1)[C@@]1(N=C(N([C@]1(C)C1=CC=C(C=C1)Cl)C(=O)N1CCN(CC1)CCCS(=O)(=O)C)C1=C(C=CC(=C1)C1CC1)OCC)C ([(4S,5R)-4,5-Bis-(4-chloro-phenyl)-2-(5-cyclopropyl-2-ethoxy-phenyl)-4,5-dimethyl-4,5-dihydro-imidazol-1-yl]-[4-(3-methanesulfonyl-propyl)-piperazin-1-yl]-methanone). RXN SMILES: [Cl:1][C:2]1[CH:7]=[CH:6][C:5]([C:8]2([CH3:36])[C:12]([C:14]3[CH:19]=[CH:18][C:17]([Cl:20])=[CH:16][CH:15]=3)([CH3:13])[N:11]([C:21](Cl)=[O:22])[C:10]([C:24]3[CH:29]=[C:28]([CH:30]4[CH2:32][CH2:31]4)[CH:27]=[CH:26][C:25]=3[O:33][CH2:34][CH3:35])=[N:9]2)=[CH:4][CH:3]=1.Cl.Cl.[CH3:39][S:40]([CH2:43][CH2:44][CH2:45][N:46]1[CH2:51][CH2:50][NH:49][CH2:48][CH2:47]1)(=[O:42])=[O:41]>>[Cl:1][C:2]1[CH:7]=[CH:6][C:5]([C@@:8]2([CH3:36])[C@:12]([C:14]3[CH:15]=[CH:16][C:17]([Cl:20])=[CH:18][CH:19]=3)([CH3:13])[N:11]([C:21]([N:49]3[CH2:48][CH2:47][N:46]([CH2:45][CH2:44][CH2:43][S:40]([CH3:39])(=[O:41])=[O:42])[CH2:51][CH2:50]3)=[O:22])[C:10]([C:24]3[CH:29]=[C:28]([CH:30]4[CH2:32][CH2:31]4)[CH:27]=[CH:26][C:25]=3[O:33][CH2:34][CH3:35])=[N:9]2)=[CH:4][CH:3]=1 |f:1.2.3|. Procedure details: In a manner analogous to the method described in example 5, rac-(4S*,5R*)-4,5-bis-(4-chloro-phenyl)-2-(5-cyclopropyl-2-ethoxy-phenyl)-4,5-dimethyl-4,5-dihydro-imidazole1-carbonyl chloride was reacted with 1-(3-methanesulfonyl-propyl)-piperazine dihydrochloride (prepared as described in Fotouhi, N. et al. WO 2005110996) to give the title compound as a racemic mixture. The enantiomers were separated by supercritical fluid chromatography (Berger Instrument Multi-Gram II, Daicel ChiralPak OD-H 3×25 ... The reactants are CCOC(=O)C=C(C)C(C)C, [K+], [OH-], O=S(=O)(O)O. Product: CC(=CC(=O)O)C(C)C. As a reaction SMILES: [CH3:3][C:4](=[CH:5][C:6](=[O:7])[O:8][CH2:9][CH3:10])[CH:11]([CH3:12])[CH3:13].[K+:2].[OH-:1].[S:14](=[O:15])(=[O:16])([OH:17])[OH:18]>>[CH3:3][C:4](=[CH:5][C:6](=[O:7])[OH:8])[CH:11]([CH3:12])[CH3:13]. Starting materials: ClC1=C(C=CC=C1)[C@@H](C)OC(NC=1C(=NOC1C1=CC=C(C=C1)Br)C)=O ([5-(4-bromo-phenyl)-3-methyl-isoxazol-4-yl]-carbamic acid (R)-1-(2-chloro-phenyl)-ethyl ester), C(C)OC(C(C)(C1=CC=C(C=C1)B1OC(C(O1)(C)C)(C)C)C)=O (2-methyl-2-[4-(4,4,5,5-tetramethyl-[1,3,2]dioxaborolan-2-yl)-phenyl]-propionic acid ethyl ester). The product is C(C)OC(C(C)(C)C1=CC=C(C=C1)C1=CC=C(C=C1)C1=C(C(=NO1)C)NC(=O)O[C@H](C)C1=C(C=CC=C1)Cl)=O (2-(4′-{4-[(R)-1-(2-Chloro-phenyl)-ethoxycarbonylamino]-3-methyl-isoxazol-5-yl}-biphenyl-4-yl)-2-methyl-propionic acid ethyl ester). As a reaction SMILES: [Cl:1][C:2]1[CH:7]=[CH:6][CH:5]=[CH:4][C:3]=1[C@H:8]([O:10][C:11](=[O:26])[NH:12][C:13]1[C:14]([CH3:25])=[N:15][O:16][C:17]=1[C:18]1[CH:23]=[CH:22][C:21](Br)=[CH:20][CH:19]=1)[CH3:9].[CH2:27]([O:29][C:30](=[O:49])[C:31]([CH3:48])([C:33]1[CH:38]=[CH:37][C:36](B2OC(C)(C)C(C)(C)O2)=[CH:35][CH:34]=1)[CH3:32])[CH3:28]>>[CH2:27]([O:29][C:30](=[O:49])[C:31]([C:33]1[CH:38]=[CH:37][C:36]([C:21]2[CH:22]=[CH:23][C:18]([C:17]3[O:16][N:15]=[C:14]([CH3:25])[C:13]=3[NH:12][C:11]([O:10][C@@H:8]([C:3]3[CH:4]=[CH:5][CH:6]=[CH:7][C:2]=3[Cl:1])[CH3:9])=[O:26])=[CH:19][CH:20]=2)=[CH:35][CH:34]=1)([CH3:48])[CH3:32])[CH3:28]. Procedure details: Prepared as described in Example 36, Step 6 using [5-(4-bromo-phenyl)-3-methyl-isoxazol-4-yl]-carbamic acid (R)-1-(2-chloro-phenyl)-ethyl ester and 2-methyl-2-[4-(4,4,5,5-tetramethyl-[1,3,2]dioxaborolan-2-yl)-phenyl]-propionic acid ethyl ester.